Dataset: the Open Reaction Database (ORD), a public repository of structured organic reaction records. Task: describe an organic reaction: reactants, conditions, products, and yield The reactants are CCOP(=O)(Cc1ccccc1)CC(O)CNC(C)c1cc(OC)c(OC)c(OC)c1, [Li+], [OH-], O, O=P(O)(O)O. The product is COc1cc(C(C)NCC(O)CP(=O)(O)Cc2ccccc2)cc(OC)c1OC. Reaction SMILES: [CH2:3]([CH3:4])[O:5][P:6](=[O:7])([CH2:8][c:9]1[cH:10][cH:11][cH:12][cH:13][cH:14]1)[CH2:15][CH:16]([CH2:17][NH:18][CH:19]([CH3:20])[c:21]1[cH:22][c:23]([O:31][CH3:32])[c:24]([O:29][CH3:30])[c:25]([O:27][CH3:28])[cH:26]1)[OH:33].[Li+:1].[OH-:2].[OH2:39].[P:34](=[O:35])([OH:36])([OH:37])[OH:38]>>[O:5]=[P:6]([OH:7])([CH2:8][c:9]1[cH:10][cH:11][cH:12][cH:13][cH:14]1)[CH2:15][CH:16]([CH2:17][NH:18][CH:19]([CH3:20])[c:21]1[cH:22][c:23]([O:31][CH3:32])[c:24]([O:29][CH3:30])[c:25]([O:27][CH3:28])[cH:26]1)[OH:33]. The reactants are Nc1cccc(-c2nc3ccc(Br)cc3o2)c1, CCN=C=O, O, c1ccncc1. Yields the product CCNC(=O)Nc1cccc(-c2nc3ccc(Br)cc3o2)c1. Reaction SMILES: [Br:1][c:2]1[cH:3][c:4]2[c:5]([n:6][c:7](-[c:9]3[cH:10][c:11]([NH2:12])[cH:13][cH:14][cH:15]3)[o:8]2)[cH:16][cH:17]1.[CH2:18]([CH3:19])[N:20]=[C:21]=[O:22].[OH2:23].[cH:24]1[cH:25][cH:26][n:27][cH:28][cH:29]1>>[Br:1][c:2]1[cH:3][c:4]2[c:5]([n:6][c:7](-[c:9]3[cH:10][c:11]([NH:12][C:21]([NH:20][CH2:18][CH3:19])=[O:22])[cH:13][cH:14][cH:15]3)[o:8]2)[cH:16][cH:17]1.